This data is from the Open Reaction Database (ORD), a public repository of structured organic reaction records. The task is: describe an organic reaction: reactants, conditions, products, and yield Starting materials: CC(C)=Cc1c(C)cccc1C(=O)NC1(C(=O)O)Cc2ccccc2C1, CC(=O)O. The product is Cc1cccc(C(=O)NC2(C(=O)O)Cc3ccccc3C2)c1CC(C)C. RXN SMILES: [CH3:1][c:2]1[c:3]([CH:23]=[C:24]([CH3:25])[CH3:26])[c:4]([C:5](=[O:6])[NH:7][C:8]2([C:17](=[O:18])[OH:19])[CH2:9][c:10]3[cH:11][cH:12][cH:13][cH:14][c:15]3[CH2:16]2)[cH:20][cH:21][cH:22]1.[CH3:27][C:28](=[O:29])[OH:30]>>[CH3:1][c:2]1[c:3]([CH2:23][CH:24]([CH3:25])[CH3:26])[c:4]([C:5](=[O:6])[NH:7][C:8]2([C:17](=[O:18])[OH:19])[CH2:9][c:10]3[cH:11][cH:12][cH:13][cH:14][c:15]3[CH2:16]2)[cH:20][cH:21][cH:22]1. RXN SMILES: Cl.[NH2:2][CH2:3][C@H:4]([OH:41])[C@@H:5]([NH:13][C:14](=[O:40])[C@@H:15]([NH:22][C:23](=[O:39])[C@@H:24]([CH2:32][C:33](=[O:38])[C:34]([CH3:37])([CH3:36])[CH3:35])[CH2:25][C:26]1[CH:31]=[CH:30][CH:29]=[CH:28][CH:27]=1)[CH2:16][C:17]1[N:18]=[CH:19][NH:20][CH:21]=1)[CH2:6][CH:7]1[CH2:12][CH2:11][CH2:10][CH2:9][CH2:8]1.[C:42]1(=O)[O:47][C:45](=[O:46])[C:44]2=[CH:48][CH:49]=[CH:50][CH:51]=[C:43]12>C(#N)C>[CH:7]1([CH2:6][C@H:5]([NH:13][C:14](=[O:40])[C@@H:15]([NH:22][C:23](=[O:39])[C@@H:24]([CH2:32][C:33](=[O:38])[C:34]([CH3:37])([CH3:35])[CH3:36])[CH2:25][C:26]2[CH:27]=[CH:28][CH:29]=[CH:30][CH:31]=2)[CH2:16][C:17]2[N:18]=[CH:19][NH:20][CH:21]=2)[C@@H:4]([OH:41])[CH2:3][N:2]2[C:45](=[O:46])[C:44]3=[CH:48][CH:49]=[CH:50][CH:51]=[C:43]3[C:42]2=[O:47])[CH2:8][CH2:9][CH2:10][CH2:11][CH2:12]1 |f:0.1|. The solvent is C(C)#N (acetonitrile). Reported procedure: 50 mg (0.08 mmol) of (S)-N-[(1S,2S)-3-amino-1-(cyclohexylmethyl)-2-hydroxypropyl]-α-[(R)-α-(3,3-dimethyl-2-oxobutyl)hydrocinnamamido]imidazole-4-propionamide hydrochloride and 1.5 g (10 mmol) of phthalic anhydride were suspended in 15 ml of acetonitrile and heated to reflux overnight. Thereafter, the reaction mixture was evaporated to dryness under reduced pressure and the residue was chromatographed on 10 g of silica gel with a mixture of methylene chloride, methanol and ammonia as the eluting ... Yield: 56.7%. Product: C1(CCCCC1)C[C@@H]([C@H](CN1C(C=2C(C1=O)=CC=CC2)=O)O)NC([C@H](CC=2N=CNC2)NC([C@H](CC2=CC=CC=C2)CC(C(C)(C)C)=O)=O)=O ((S)-N[(1S,2S)-1-(cyclohexylmethyl)-2-hydroxy-3-phthalimidopropyl]-α-[(R)-α-(3,3-dimethyl-2-oxobutyl)hydrocinnamamido]imidazole-4-propionamide). The reactants are Cl.NC[C@@H]([C@H](CC1CCCCC1)NC([C@H](CC=1N=CNC1)NC([C@H](CC1=CC=CC=C1)CC(C(C)(C)C)=O)=O)=O)O ((S)-N-[(1S,2S)-3-amino-1-(cyclohexylmethyl)-2-hydroxypropyl]-α-[(R)-α-(3,3-dimethyl-2-oxobutyl)hydrocinnamamido]imidazole-4-propionamide hydrochloride), C1(C=2C(C(=O)O1)=CC=CC2)=O (phthalic anhydride). Conditions: time 30 minute. The solvent is CO (methanol). As a reaction SMILES: [O:1]([C@H:9]1[CH2:13][N:12]([C:14]([O:16][C:17]([CH3:20])([CH3:19])[CH3:18])=[O:15])[C@H:11]([C:21](=[O:27])[CH2:22][C:23]([O:25][CH3:26])=[O:24])[CH2:10]1)[Si:2]([C:5]([CH3:8])([CH3:7])[CH3:6])([CH3:4])[CH3:3].[BH4-].[Na+].[Cl-].[NH4+].C(OCC)(=O)C.O>CO>[O:1]([C@H:9]1[CH2:13][N:12]([C:14]([O:16][C:17]([CH3:18])([CH3:19])[CH3:20])=[O:15])[C@H:11]([C@@H:21]([OH:27])[CH2:22][C:23]([O:25][CH3:26])=[O:24])[CH2:10]1)[Si:2]([C:5]([CH3:6])([CH3:7])[CH3:8])([CH3:4])[CH3:3].[O:1]([C@H:9]1[CH2:13][N:12]([C:14]([O:16][C:17]([CH3:18])([CH3:19])[CH3:20])=[O:15])[C@H:11]([C@H:21]([OH:27])[CH2:22][C:23]([O:25][CH3:26])=[O:24])[CH2:10]1)[Si:2]([C:5]([CH3:6])([CH3:7])[CH3:8])([CH3:4])[CH3:3] |f:1.2,3.4,5.6|. Procedure: To a solution of (2S,4R)-4-tert-butyldimethylsiloxy-N-tert-butoxycarbonyl-2-(2-methoxycarbonyl-1-oxoethyl)pyrrolidine (402 mg, 1.0 mmol) in methanol (2 ml) was added sodium borohydride (19 mg, 0.5 mmol) under a nitrogen atmosphere under cooling with ice. The mixture was stirred for 30 minutes at the same temperature. To this reaction solution was added saturated aqueous ammonium chloride (about 2 ml). This mixture was poured into ethyl acetate-water (50 ml--50 ml) for liquid separation. The orga... The product is O([Si](C)(C)C(C)(C)C)[C@@H]1C[C@H](N(C1)C(=O)OC(C)(C)C)[C@H](CC(=O)OC)O ((2S,4R)-4-tert-butyldimethylsiloxy-N-tert-butoxycarbonyl-2-[(1S)-2-methoxycarbonyl-1-hydroxyethyl]pyrrolidine), O([Si](C)(C)C(C)(C)C)[C@@H]1C[C@H](N(C1)C(=O)OC(C)(C)C)[C@@H](CC(=O)OC)O ((2S,4R)-4-tert-butyldimethylsiloxy-N-tert-butoxycarbonyl-2-[(1R)-2-methoxycarbonyl-1-hydroxyethyl]pyrrolidine). Reactants: O([Si](C)(C)C(C)(C)C)[C@@H]1C[C@H](N(C1)C(=O)OC(C)(C)C)C(CC(=O)OC)=O ((2S,4R)-4-tert-butyldimethylsiloxy-N-tert-butoxycarbonyl-2-(2-methoxycarbonyl-1-oxoethyl)pyrrolidine), [BH4-].[Na+] (sodium borohydride), [Cl-].[NH4+] (ammonium chloride), C(C)(=O)OCC.O (ethyl acetate water). Isolated yield 21.0%.